This data is from the Open Reaction Database (ORD), a public repository of structured organic reaction records. The task is: describe an organic reaction: reactants, conditions, products, and yield Starting materials: ClC1=C(C=C(C=C1)C(F)(F)F)[N+](=O)[O-] (4-chloro-3-nitrotrifluoromethylbenzene), CC1=CC=C(C=C1)C=1N=C(NC1C1=CC=C(C=C1)C)S (4,5-bis(4-methylphenyl)-2-mercaptoimidazole), [H-].[Na+] (sodium hydride). The solvent is CN(C=O)C (dimethylformamide), CN(C=O)C (dimethylformamide). Reaction conditions: time 30 minute. The product is CC1=CC=C(C=C1)C=1N=C(NC1C1=CC=C(C=C1)C)SC1=C(C=C(C=C1)C(F)(F)F)[N+](=O)[O-] (4,5-bis(4-methylphenyl)-2-(2-nitro-4-trifluoromethylphenylthio)imidazole). Isolated yield 87.9%. Reaction SMILES: Cl[C:2]1[CH:7]=[CH:6][C:5]([C:8]([F:11])([F:10])[F:9])=[CH:4][C:3]=1[N+:12]([O-:14])=[O:13].[CH3:15][C:16]1[CH:21]=[CH:20][C:19]([C:22]2[N:23]=[C:24]([SH:34])[NH:25][C:26]=2[C:27]2[CH:32]=[CH:31][C:30]([CH3:33])=[CH:29][CH:28]=2)=[CH:18][CH:17]=1.[H-].[Na+]>CN(C)C=O>[CH3:33][C:30]1[CH:29]=[CH:28][C:27]([C:26]2[N:25]=[C:24]([S:34][C:2]3[CH:7]=[CH:6][C:5]([C:8]([F:11])([F:10])[F:9])=[CH:4][C:3]=3[N+:12]([O-:14])=[O:13])[NH:23][C:22]=2[C:19]2[CH:20]=[CH:21][C:16]([CH3:15])=[CH:17][CH:18]=2)=[CH:32][CH:31]=1 |f:2.3|. Reported procedure: Under agitation and covering with argon, a solution of 4.52 g of 4-chloro-3-nitrotrifluoromethylbenzene in 25 ml of dimethylformamide is added dropwise to a solution of 5.61 g of 4,5-bis(4-methylphenyl)-2-mercaptoimidazole and 0.6 g of sodium hydride (80% strength in white oil) in 200 ml of dimethylformamide. The solution is further stirred for 30 minutes, concentrated under vacuum, and the residue distributed between water and ethyl acetate. The organic solution is dried over sodium sulfate and...